Dataset: the Open Reaction Database (ORD), a public repository of structured organic reaction records. Task: describe an organic reaction: reactants, conditions, products, and yield Reactants: O1CCN(CC1)C=C(C(=O)OCC)C(=O)OCC (Diethyl morpholinomethylenemalonate), CC(COC1=C(C=CC=C1)NC(=N)N)C (N-[2-(2-methylpropoxy)phenyl]guanidine), C([O-])([O-])=O.[K+].[K+] (potassium carbonate), Cl (HCl). Run in C(C)O (ethanol), O (water), O (water). Run at temperature 60 celsius, time 3 hour. Yields the product CC(COC1=C(NC=2NC(C(=CN2)C(=O)OCC)=O)C=CC=C1)C (ethyl 1,6-dihydro-2-[2-(2-methylpropoxy)anilino]-6-oxo-5-pyrimidinecarboxylate). Yield: 62.2%. As a reaction SMILES: O1CCN([CH:7]=[C:8]([C:14](OCC)=[O:15])[C:9]([O:11][CH2:12][CH3:13])=[O:10])CC1.[CH3:19][CH:20]([CH3:33])[CH2:21][O:22][C:23]1[CH:28]=[CH:27][CH:26]=[CH:25][C:24]=1[NH:29][C:30]([NH2:32])=[NH:31].C(=O)([O-])[O-].[K+].[K+].Cl>C(O)C.O>[CH3:19][CH:20]([CH3:33])[CH2:21][O:22][C:23]1[CH:28]=[CH:27][CH:26]=[CH:25][C:24]=1[NH:29][C:30]1[NH:32][C:14](=[O:15])[C:8]([C:9]([O:11][CH2:12][CH3:13])=[O:10])=[CH:7][N:31]=1 |f:2.3.4|. Procedure: Diethyl morpholinomethylenemalonate (20.0 g) is added to a solution of N-[2-(2-methylpropoxy)phenyl]guanidine (16.1 g) and potassium carbonate (21.5 g) in ethanol (40 ml) and water (40 ml), and the mixture is heated with stirring at 60° C. for 3 hours. After the reaction is completed, water (100 ml) is added to the reaction mixture with stirring under water-cooling, and the mixture is acidified to pH 3 with 10% aqueous HCl. The resulting precipitate is collected by filtration and dissolved in ch... Starting materials: NCCC1=CC=C(C=C1)S(=O)(=O)NC(=O)NC1CCCCC1 (N-(4-[2-amino-ethyl]-benzenesulfonyl)-N'-cyclohexyl urea), [OH-].[Na+] (sodium hydroxide), CC1CC(N(CC1)C(=O)Cl)=O (4-methyl-2-oxo-piperidine-1-carboxylic acid chloride), [Na] (sodium), CC1CC(NCC1)=O (4-methyl-2-oxo-piperidine), C(=O)(Cl)Cl (phosgene). Solvent: O (water), CC(=O)C (acetone), CC(=O)C (acetone). Reaction conditions: time 2 hour. Product: CC1CC(N(CC1)C(=O)NCCC1=CC=C(C=C1)S(=O)(=O)NC(=O)NC1CCCCC1)=O (N-(4-[2-(4-methyl-2-oxo-piperidine-1-carboxamido)-ethyl]-benzenesulfonyl)-N'-cyclohexyl urea). Reaction SMILES: [NH2:1][CH2:2][CH2:3][C:4]1[CH:9]=[CH:8][C:7]([S:10]([NH:13][C:14]([NH:16][CH:17]2[CH2:22][CH2:21][CH2:20][CH2:19][CH2:18]2)=[O:15])(=[O:12])=[O:11])=[CH:6][CH:5]=1.[OH-].[Na+].[CH3:25][CH:26]1[CH2:31][CH2:30][N:29]([C:32](Cl)=[O:33])[C:28](=[O:35])[CH2:27]1.[Na].CC1CCNC(=O)C1.C(Cl)(Cl)=O>O.CC(C)=O>[CH3:25][CH:26]1[CH2:31][CH2:30][N:29]([C:32]([NH:1][CH2:2][CH2:3][C:4]2[CH:9]=[CH:8][C:7]([S:10]([NH:13][C:14]([NH:16][CH:17]3[CH2:22][CH2:21][CH2:20][CH2:19][CH2:18]3)=[O:15])(=[O:12])=[O:11])=[CH:6][CH:5]=2)=[O:33])[C:28](=[O:35])[CH2:27]1 |f:1.2,^1:35|. Procedure details: 1.6 g of N-(4-[2-amino-ethyl]-benzenesulfonyl)-N'-cyclohexyl urea and 0.2 g of sodium hydroxide are dissolved in 10 ml of water and 50 ml of acetone. With agitation and ice cooling, a solution of 0.85 g of 4-methyl-2-oxo-piperidine-1-carboxylic acid chloride (prepared by reaction of the sodium compound of 4-methyl-2-oxo-piperidine with phosgene) in 20 ml of acetone is added dropwise to this solution, and agitation is continued for 2 hours at room temperature. Subsequently, the acetone is evapora... Starting materials: C(#N)CCC(C(=O)OC)C1=NC(=C2N1C=CN=C2NCC2=C(C=C(C=C2)OC)OC)C2=CC=C(C(=O)OC)C=C2 (methyl 4-(3-(4-cyano-1-methoxy-1-oxobutan-2-yl)-8-((2,4-dimethoxybenzyl)amino)imidazo[1,5-a]pyrazin-1-yl)benzoate), CO (MeOH). The reagents and catalysts are [Ni] (Ra—Ni). Run in CCO (EtOH). Conditions: temperature 75 celsius, time 7 hour. The product is COC1=C(CNC=2C=3N(C=CN2)C(=NC3C3=CC=C(C(=O)OC)C=C3)C3C(NCCC3)=O)C=CC(=C1)OC (methyl 4-(8-((2,4-dimethoxybenzyl)amino)-3-(2-oxopiperidin-3-yl)imidazo[1,5-a]pyrazin-1-yl)benzoate). The yield is 40.4%. RXN SMILES: [C:1]([CH2:3][CH2:4][CH:5]([C:10]1[N:14]2[CH:15]=[CH:16][N:17]=[C:18]([NH:19][CH2:20][C:21]3[CH:26]=[CH:25][C:24]([O:27][CH3:28])=[CH:23][C:22]=3[O:29][CH3:30])[C:13]2=[C:12]([C:31]2[CH:40]=[CH:39][C:34]([C:35]([O:37][CH3:38])=[O:36])=[CH:33][CH:32]=2)[N:11]=1)[C:6]([O:8]C)=O)#[N:2].CO>CCO.[Ni]>[CH3:30][O:29][C:22]1[CH:23]=[C:24]([O:27][CH3:28])[CH:25]=[CH:26][C:21]=1[CH2:20][NH:19][C:18]1[C:13]2[N:14]([C:10]([CH:5]3[CH2:4][CH2:3][CH2:1][NH:2][C:6]3=[O:8])=[N:11][C:12]=2[C:31]2[CH:32]=[CH:33][C:34]([C:35]([O:37][CH3:38])=[O:36])=[CH:39][CH:40]=2)[CH:15]=[CH:16][N:17]=1. Procedure details: To a solution of methyl 4-(3-(4-cyano-1-methoxy-1-oxobutan-2-yl)-8-((2,4-dimethoxybenzyl)amino)imidazo[1,5-a]pyrazin-1-yl)benzoate (12 g, 22.1 mmol) in EtOH (350 mL) was added Ra—Ni (24 g) under N2. The suspension was degassed under vacuum and purged with H2 several times. The mixture was stirred under H2 (50 psi) at 75° C. for 7 hours. The reaction was complete detected by LCMS. The suspension was filtered through a pad of Celite and the pad was washed with EtOH (20 mL×3). The combined filtrate... Starting materials: ClS(=O)(=O)C=1SC(=CC1)C1=CC=CC2=CC=CC=C12 (2-chlorosulfonyl-5-(1-naphthyl)thiophene), NC1=C(C(=NO1)C)Br (5-amino-4-bromo-3-methylisoxazole). The product is BrC=1C(=NOC1NS(=O)(=O)C=1SC(=CC1)C1=CC=CC2=CC=CC=C12)C.C1(=CC=CC2=CC=CC=C12)C1=CC=C(S1)S(=O)(=O)N (5-(1-naphthyl)thiophene-sulfonamide N-(4-bromo-3-methyl-5-isoxazolyl)-5-(1-naphthyl)thiophene-sulfonamide), BrC=1C(=NOC1NS(=O)(=O)C=1SC(=CC1)C1=CC=CC2=CC=CC=C12)C (N-(4-bromo-3-methyl-5-isoxazolyl)-5-(1-naphthyl)thiophene-sulfonamide). Yield: 67.1%. As a reaction SMILES: Cl[S:2]([C:5]1[S:6][C:7]([C:10]2[C:19]3[C:14](=[CH:15][CH:16]=[CH:17][CH:18]=3)[CH:13]=[CH:12][CH:11]=2)=[CH:8][CH:9]=1)(=[O:4])=[O:3].[NH2:20][C:21]1[O:25][N:24]=[C:23]([CH3:26])[C:22]=1[Br:27]>>[Br:27][C:22]1[C:23]([CH3:26])=[N:24][O:25][C:21]=1[NH:20][S:2]([C:5]1[S:6][C:7]([C:10]2[C:19]3[C:14](=[CH:15][CH:16]=[CH:17][CH:18]=3)[CH:13]=[CH:12][CH:11]=2)=[CH:8][CH:9]=1)(=[O:4])=[O:3].[C:10]1([C:7]2[S:6][C:5]([S:2]([NH2:20])(=[O:4])=[O:3])=[CH:9][CH:8]=2)[C:19]2[C:14](=[CH:15][CH:16]=[CH:17][CH:18]=2)[CH:13]=[CH:12][CH:11]=1.[Br:27][C:22]1[C:23]([CH3:26])=[N:24][O:25][C:21]=1[NH:20][S:2]([C:5]1[S:6][C:7]([C:10]2[C:19]3[C:14](=[CH:15][CH:16]=[CH:17][CH:18]=3)[CH:13]=[CH:12][CH:11]=2)=[CH:8][CH:9]=1)(=[O:4])=[O:3] |f:2.3|. Procedure: N-14-bromo-3-methyl-5-isoxazolyl)-5-(1-naphthyl)thiophene-sulfonamide N-(4-bromo-3-methyl-5-isoxazolyl)-5-(1-naphthyl)thiophene-sulfonamide was prepared in the same manner as described in Example 2. Reaction of 2-chlorosulfonyl-5-(1-naphthyl)thiophene (200 mg, 0.65 mmol) with 5-amino-4-bromo-3-methylisoxazole (0.65 mmol), after purification by column chromatography using 1% MeOH/CHCl3, gave 65.3 mg of pure N-(4-bromo-3-methyl-5-isoxazolyl)-5-(1-naphthyl)thiophene-sulfonamide as a brown solid, (2...